From a dataset of the Open Reaction Database (ORD), a public repository of structured organic reaction records. describe an organic reaction: reactants, conditions, products, and yield Starting materials: C(C)(C)(C)OC(=O)N1CC(CC1)(C1=CC=CC=C1)CCN1CCC(CC1)NC1=NC2=C(N1CCOCC)C=CC=C2 (1-(t-butoxycarbonyl)-3-(2-(4-(1-(2-ethoxyethyl)-1H-benzimidazol-2-yl-amino)piperidin-1-yl)ethyl)-3-phenylpyrrolidine), Cl (hydrochloric acid), O1CCOCC1 (dioxane). The solvent is ClCCl (dichloromethane). Run at time 24 hour. Yields the product C(C)OCCN1C(=NC2=C1C=CC=C2)NC2CCN(CC2)CCC2(CNCC2)C2=CC=CC=C2 (3-(2-(4-(1-(2-Ethoxyethyl)-1H-benzimidazol-2-yl-amino)piperidin-1-yl)ethyl)-3-phenylpyrrolidine). Reaction SMILES: C(OC([N:8]1[CH2:12][CH2:11][C:10]([CH2:19][CH2:20][N:21]2[CH2:26][CH2:25][CH:24]([NH:27][C:28]3[N:32]([CH2:33][CH2:34][O:35][CH2:36][CH3:37])[C:31]4[CH:38]=[CH:39][CH:40]=[CH:41][C:30]=4[N:29]=3)[CH2:23][CH2:22]2)([C:13]2[CH:18]=[CH:17][CH:16]=[CH:15][CH:14]=2)[CH2:9]1)=O)(C)(C)C.Cl.O1CCOCC1>ClCCl>[CH2:36]([O:35][CH2:34][CH2:33][N:32]1[C:31]2[CH:38]=[CH:39][CH:40]=[CH:41][C:30]=2[N:29]=[C:28]1[NH:27][CH:24]1[CH2:25][CH2:26][N:21]([CH2:20][CH2:19][C:10]2([C:13]3[CH:14]=[CH:15][CH:16]=[CH:17][CH:18]=3)[CH2:11][CH2:12][NH:8][CH2:9]2)[CH2:22][CH2:23]1)[CH3:37]. Procedure details: Combine 1-(t-butoxycarbonyl)-3-(2-(4-(1-(2-ethoxyethyl)-1H-benzimidazol-2-yl-amino)piperidin-1-yl)ethyl)-3-phenylpyrrolidine (10 mmol) and a solution of hydrochloric acid in dioxane (10 mL. 4 M, 40 mmol) in dichloromethane (150 mL). After 24 hours, evaporate in vacuo to give a residue. Partition the residue between with dichloromethane (300 mL) and a saturated aqueous solution of sodium bicarbonate. Separate the organic layer and extract with brine. Dry the organic layer over Na2SO4, filter, and... Reactants: ClC1=NS(C2=C1C=CC=C2)(=O)=O (3-chloro benzo[d]isothiazole 1,1-dioxide), Cl.Cl.NC(C(=O)NC1(CN(CC1)C(CC)CC)C#N)CC1CCCCC1 (2-amino-N-[3-cyano-1-(1-ethyl-propyl)-pyrrolidin-3-yl]-3-cyclohexyl-propionamide bis hydrochloride salt). The product is C(#N)C1(CN(CC1)C(CC)CC)NC(C(CC1CCCCC1)NC1=NS(C2=C1C=CC=C2)(=O)=O)=O (N-[3-Cyano-1-(1-ethyl-propyl)-pyrrolidin-3-yl]-3-cyclohexyl-2-(1,1-dioxo-1H-1λ6-benzo[d]isothiazol-3-ylamino)-propionamide). RXN SMILES: Cl[C:2]1[C:6]2[CH:7]=[CH:8][CH:9]=[CH:10][C:5]=2[S:4](=[O:12])(=[O:11])[N:3]=1.Cl.Cl.[NH2:15][CH:16]([CH2:32][CH:33]1[CH2:38][CH2:37][CH2:36][CH2:35][CH2:34]1)[C:17]([NH:19][C:20]1([C:30]#[N:31])[CH2:24][CH2:23][N:22]([CH:25]([CH2:28][CH3:29])[CH2:26][CH3:27])[CH2:21]1)=[O:18]>>[C:30]([C:20]1([NH:19][C:17](=[O:18])[CH:16]([NH:15][C:2]2[C:6]3[CH:7]=[CH:8][CH:9]=[CH:10][C:5]=3[S:4](=[O:12])(=[O:11])[N:3]=2)[CH2:32][CH:33]2[CH2:38][CH2:37][CH2:36][CH2:35][CH2:34]2)[CH2:24][CH2:23][N:22]([CH:25]([CH2:26][CH3:27])[CH2:28][CH3:29])[CH2:21]1)#[N:31] |f:1.2.3|. Procedure: The title compound was prepared starting from 3-chloro benzo[d]isothiazole 1,1-dioxide and 2-amino-N-[3-cyano-1-(1-ethyl-propyl)-pyrrolidin-3-yl]-3-cyclohexyl-propionamide bis hydrochloride salt according to the procedure from Example 10, except that the compound was further purified by HPLC using a 20×250 mm C18 reverse phase column with the method being 40% acetonitrile in water to acetonitrile. MS, m/z 500=M+1. Starting materials: solution, N12CCCC2(CCC1)CN(C=O)C1=CC=C(C2=CC=CC=C12)OC (1-[N-(1-azabicyclo[3.3.0]octan-5-yl)methyl-N-formylamino]-4-methoxynaphthalene), Cl (HCl). The solvent is C1CCOC1 (THF). Product: N12CCCC2(CCC1)CN(C)C1=CC=C(C2=CC=CC=C12)OC (1-[N-(1-Azabicyclo[3.3.0]octan-5-yl)methyl-N-methylamino]-4-methoxynaphthalene). The yield is 95.7%. As a reaction SMILES: [N:1]12[CH2:8][CH2:7][CH2:6][C:5]1([CH2:9][N:10]([C:13]1[C:22]3[C:17](=[CH:18][CH:19]=[CH:20][CH:21]=3)[C:16]([O:23][CH3:24])=[CH:15][CH:14]=1)[CH:11]=O)[CH2:4][CH2:3][CH2:2]2.Cl>C1COCC1>[N:1]12[CH2:8][CH2:7][CH2:6][C:5]1([CH2:9][N:10]([C:13]1[C:22]3[C:17](=[CH:18][CH:19]=[CH:20][CH:21]=3)[C:16]([O:23][CH3:24])=[CH:15][CH:14]=1)[CH3:11])[CH2:4][CH2:3][CH2:2]2. Procedure: To 1M borane-THF complex solution (40.0 ml, 40.0 mmol), 1-[N-(1-azabicyclo[3.3.0]octan-5-yl)methyl-N-formylamino]-4-methoxynaphthalene (2.90 g, 8.95 mmol) in absolute THF (20 ml) was added dropwise at 25° C. After refluxed for 1 hour, the reaction mixture was cooled, refluxed for 10 minutes subsequent to addition of 6N-HCl (10 ml), concentrated in vacuo, made into alkaline by addition of sodium hydroxide pellets, extracted by ethyl ether, dried over anhydrous sodium sulfate, concentrated in vacu... Starting materials: BrBr (bromine), FC(C1=CC(=CC=C1)C1=CC=NC=2N1N=CC2)(F)F (7-(α,α,α-trifluoro-m-tolyl)pyrazolo[1,5-a]pyrimidine). The solvent is ClCCl (dichloromethane). Product: BrC=1C=NN2C1N=CC=C2C=2C=C(C=CC2)C(F)(F)F (3-Bromo-7-(α,α,α-trifluoro-m-tolyl)pyrazolo[1,5-a]pyrimidine). Reaction SMILES: [F:1][C:2]([F:19])([F:18])[C:3]1[CH:8]=[CH:7][CH:6]=[C:5]([C:9]2[N:14]3[N:15]=[CH:16][CH:17]=[C:13]3[N:12]=[CH:11][CH:10]=2)[CH:4]=1.[Br:20]Br>ClCCl>[Br:20][C:17]1[CH:16]=[N:15][N:14]2[C:9]([C:5]3[CH:4]=[C:3]([C:2]([F:18])([F:1])[F:19])[CH:8]=[CH:7][CH:6]=3)=[CH:10][CH:11]=[N:12][C:13]=12. Reported procedure: To a 0.01 mole sample of 7-(α,α,α-trifluoro-m-tolyl)pyrazolo[1,5-a]pyrimidine in 50 ml. of dichloromethane is added 0.01 mole of bromine. After standing, the mixture is worked up as for Example 15 to give the product as crystals, m.p. 138°-140° C. Starting materials: FC(F)(F)c1ccc(CBr)o1, Cc1ccc(S(=O)(=O)OCC2COC(C)(C)O2)cc1, Cc1noc2cc3c(cc12)C1(CO3)C(=O)Nc2ccccc21, O=C1Nc2ccccc2C12COc1cc3c(cc12)OCCO3. Product: CC1(C)OCC(CN2C(=O)C3(COc4cc5c(cc43)OCCO5)c3ccccc32)O1. RXN SMILES: [Br:20][CH2:21][c:22]1[o:23][c:24]([C:25]([F:26])([F:27])[F:28])[cH:29][cH:30]1.[CH3:1][c:2]1[cH:3][cH:4][c:5]([S:6]([O:7][CH2:12][CH:13]2[O:14][C:15]([CH3:18])([CH3:19])[O:16][CH2:17]2)(=[O:8])=[O:9])[cH:10][cH:11]1.[CH3:53][c:54]1[c:55]2[cH:56][c:57]3[c:70]([cH:71][c:72]2[o:73][n:74]1)[O:69][CH2:68][C:58]31[c:59]2[c:60]([cH:61][cH:62][cH:63][cH:64]2)[NH:65][C:66]1=[O:67].[NH:31]1[C:32](=[O:52])[C:33]2([CH2:34][O:35][c:36]3[cH:37][c:38]4[c:39]([cH:44][c:45]32)[O:40][CH2:41][CH2:42][O:43]4)[c:46]2[cH:47][cH:48][cH:49][cH:50][c:51]21>>[CH2:12]([CH:13]1[O:14][C:15]([CH3:18])([CH3:19])[O:16][CH2:17]1)[N:31]1[C:32](=[O:52])[C:33]2([CH2:34][O:35][c:36]3[cH:37][c:38]4[c:39]([cH:44][c:45]32)[O:40][CH2:41][CH2:42][O:43]4)[c:46]2[cH:47][cH:48][cH:49][cH:50][c:51]21. Reactants: C(C)(=O)O[BH-](OC(C)=O)OC(C)=O.[Na+] (sodium triacetoxyborohydride), C1=CC=C(C=C1)CC=O (phenacetaldehyde), C(C)(=O)O (acetic acid), C1(=CC=CC2=CC=CC=C12)S(=O)(=O)C1=NNC2=CC=C(C=C12)OC1CNCC1 (3-(1-naphthylsulfonyl)-5-(pyrrolidin-3-yloxy)-1H-indazole), C(C)(=O)O[BH-](OC(C)=O)OC(C)=O.[Na+] (sodium triacetoxyborohydride), [OH-].[Na+] (sodium hydroxide). Run in ClCCCl (1,2-dichloroethane). Run at time 1 hour. The product is C1(=CC=CC2=CC=CC=C12)S(=O)(=O)C1=NNC2=CC=C(C=C12)OC1CN(CC1)CCC1=CC=CC=C1 (3-(1-naphthylsulfonyl)-5-{[1-(2-phenylethyl)pyrrolidin-3-yl]oxy}-1H-indazole). Yield: 36.5%. As a reaction SMILES: [C:1]1([S:11]([C:14]2[C:22]3[C:17](=[CH:18][CH:19]=[C:20]([O:23][CH:24]4[CH2:28][CH2:27][NH:26][CH2:25]4)[CH:21]=3)[NH:16][N:15]=2)(=[O:13])=[O:12])[C:10]2[C:5](=[CH:6][CH:7]=[CH:8][CH:9]=2)[CH:4]=[CH:3][CH:2]=1.[CH:29]1[CH:34]=[CH:33][C:32]([CH2:35][CH:36]=O)=[CH:31][CH:30]=1.C(O)(=O)C.C(O[BH-](OC(=O)C)OC(=O)C)(=O)C.[Na+].[OH-].[Na+]>ClCCCl>[C:1]1([S:11]([C:14]2[C:22]3[C:17](=[CH:18][CH:19]=[C:20]([O:23][CH:24]4[CH2:28][CH2:27][N:26]([CH2:36][CH2:35][C:32]5[CH:33]=[CH:34][CH:29]=[CH:30][CH:31]=5)[CH2:25]4)[CH:21]=3)[NH:16][N:15]=2)(=[O:12])=[O:13])[C:10]2[C:5](=[CH:6][CH:7]=[CH:8][CH:9]=2)[CH:4]=[CH:3][CH:2]=1 |f:3.4,5.6|. Reported procedure: A suspension of 3-(1-naphthylsulfonyl)-5-(pyrrolidin-3-yloxy)-1H-indazole (51.8 mg, 0.132 mmol) in 1,2-dichloroethane was treated portionwise with phenacetaldehyde (0.2 mL, 0.2 mmol) and acetic acid (0.2 mL, 4 mmol), stirred for one hour at ambient temperature under nitrogen, treated with sodium triacetoxyborohydride (49.1 mg, 0.232 mmol), stirred for 2.5 hours, treated with sodium triacetoxyborohydride (37.5 mg, 0.177 mmol), stirred for 2.5 hours, poured into 1.0 N sodium hydroxide and extracte... Procedure: 1-Ethyl-2,4-dioxopiperidine (1.06 g) is dissolved in N,N-dimethylformamide (50 ml), and the solution is added dropwise to a suspension of sodium hydride (60% dispersion in oil, 332 mg) in N,N-dimethylformamide (50 ml) under ice-cooling. The mixture is stirred for 20 minutes, and thereto is added 2-methylthio-1,3-dithiolium iodide (1.89 g). After stirring at room temperature overnight, the reaction mixture is poured onto water and extracted with ethyl acetate. The extract is washed with water, dr... The reactants are [H-].[Na+] (sodium hydride), C(C)N1C(CC(CC1)=O)=O (1-Ethyl-2,4-dioxopiperidine), [I-].CSC1=[S+]C=CS1 (2-methylthio-1,3-dithiolium iodide). Run at time 20 minute. The product is C(C)N1C(C(C(CC1)=O)=C1SC=CS1)=O (1-ethyl-3-(1,3-dithiol-2-ylidene)-2,4-dioxopiperidine). The solvent is CN(C=O)C (N,N-dimethylformamide), CN(C=O)C (N,N-dimethylformamide). RXN SMILES: [CH2:1]([N:3]1[CH2:8][CH2:7][C:6](=[O:9])[CH2:5][C:4]1=[O:10])[CH3:2].[H-].[Na+].[I-].CS[C:16]1[S:20][CH:19]=[CH:18][S+:17]=1>CN(C)C=O>[CH2:1]([N:3]1[CH2:8][CH2:7][C:6](=[O:9])[C:5](=[C:16]2[S:20][CH:19]=[CH:18][S:17]2)[C:4]1=[O:10])[CH3:2] |f:1.2,3.4|. Isolated yield 66.6%. The reactants are NC=1N(C(C([C@@](N1)(C)C=1C=C(C=CC1F)NC1C2CC(C(C1)C2)OC(C)=O)(C)C)=O)C (Acetic acid 5-[3-((S)-2-amino-1,4,5,5-tetramethyl-6-oxo-1,4,5,6-tetrahydro-pyrimidin-4-yl)-4-fluoro-phenylamino]-bicyclo[2.2.1]hept-2-yl ester), [Li+].[OH-] (LiOH). Run in C1CCOC1 (THF), CO (MeOH), O (H2O). Conditions: time 4 hour. The product is NC1=N[C@](C(C(N1C)=O)(C)C)(C)C1=C(C=CC(=C1)NC1C2CC(C(C1)C2)O)F ((6S)-2-Amino-6-(2-fluoro-5-(5-hydroxybicyclo[2.2.1]heptan-2-ylamino)phenyl)-3,5,5,6-tetramethyl-5,6-dihydropyrimidin-4(3H)-one). As a reaction SMILES: [NH2:1][C:2]1[N:3]([CH3:31])[C:4](=[O:30])[C:5]([CH3:29])([CH3:28])[C@:6]([C:9]2[CH:10]=[C:11]([NH:16][CH:17]3[CH2:22][CH:21]4[CH2:23][CH:18]3[CH2:19][CH:20]4[O:24]C(=O)C)[CH:12]=[CH:13][C:14]=2[F:15])([CH3:8])[N:7]=1.[Li+].[OH-]>C1COCC1.CO.O>[NH2:1][C:2]1[N:3]([CH3:31])[C:4](=[O:30])[C:5]([CH3:29])([CH3:28])[C@:6]([C:9]2[CH:10]=[C:11]([NH:16][CH:17]3[CH2:22][CH:21]4[CH2:23][CH:18]3[CH2:19][CH:20]4[OH:24])[CH:12]=[CH:13][C:14]=2[F:15])([CH3:8])[N:7]=1 |f:1.2|. Reported procedure: To a solution of acetic acid 5-[3-((S)-2-amino-1,4,5,5-tetramethyl-6-oxo-1,4,5,6-tetrahydro-pyrimidin-4-yl)-4-fluoro-phenylamino]-bicyclo[2.2.1]hept-2-yl ester (example 93, 0.05 mmole) in THF (1 ml), MeOH (0.3 ml) and H2O (0.3 ml) was added LiOH 1N (0.1 mmole) and the reaction mixture was stirred at room temperature for 4 h. The mixture was concentrated in vacuo, the residue dissolved in aqueous HCl (0.5N) until pH=5 and washed with EtOAc. The aqueous phase was basified to pH=8 with a saturated ...